This data is from the Open Reaction Database (ORD), a public repository of structured organic reaction records. The task is: describe an organic reaction: reactants, conditions, products, and yield The reactants are C(#N)C1=CC=[N+](C=C1)[O-] (4-Cyanopyridine-N-oxide), P(Cl)(Cl)(Cl)(Cl)Cl (PCl5), O=P(Cl)(Cl)Cl (POCl3), Cl (HCl), [OH-].[Na+] (NaOH). Run in O (water). Conditions: temperature 100 celsius, time 3 hour. Yields the product ClC1=C(C#N)C=CN=C1 (3-Chloro-isonicotinonitrile), product. Isolated yield 44.8%. As a reaction SMILES: [C:1]([C:3]1[CH:8]=[CH:7][N+:6]([O-])=[CH:5][CH:4]=1)#[N:2].P(Cl)(Cl)(Cl)(Cl)[Cl:11].O=P(Cl)(Cl)Cl.Cl.[OH-].[Na+]>O>[Cl:11][C:4]1[CH:5]=[N:6][CH:7]=[CH:8][C:3]=1[C:1]#[N:2] |f:4.5|. Procedure: The title compound was prepared by a modified procedure based on the method of J. Rokach and Y. Girard, J. Heterocycl. Chem. 1978, 15, 683–684. 4-Cyanopyridine-N-oxide (250 g, 2.08 mol) was added portionwise to a stirred suspension of PCl5 (599.94 g, 2.88 mol) and POCl3 (800 mL, 8.71 mol) at 20° C. under nitrogen, in a reactor fitted with a reflux condensor. During the addition the temperature rose to 41° C. The mixture was stirred at 100° C. for 3 h then cooled to 95° C. and transferred to a mi... The reactants are BrC=1C=C(C=C2C3=C(NC12)C(OCC3)(CC)CCO)C(C)C (2-(8-bromo-1-ethyl-6-isopropyl-1,3,4,9-tetrahydro-pyrano[3,4-b]indol 1-yl)-ethanol), C(=O)C=1C=C(C=CC1)B(O)O (3-formylphenylboronic acid). The product is C(C)C1(OCCC2=C1NC1=C(C=C(C=C21)C(C)C)C=2C=C(C=O)C=CC2)CCO (3-[1-ETHYL-1-(2-HYDROXY-ETHYL)-6-ISOPROPYL-1,3,4,9-TETRAHYDRO-PYRANO[3,4-b]INDOL-8-YL]-BENZALDEHYDE). RXN SMILES: Br[C:2]1[CH:3]=[C:4]([CH:20]([CH3:22])[CH3:21])[CH:5]=[C:6]2[C:10]=1[NH:9][C:8]1[C:11]([CH2:17][CH2:18][OH:19])([CH2:15][CH3:16])[O:12][CH2:13][CH2:14][C:7]2=1.[CH:23]([C:25]1[CH:26]=[C:27](B(O)O)[CH:28]=[CH:29][CH:30]=1)=[O:24]>>[CH2:15]([C:11]1([CH2:17][CH2:18][OH:19])[C:8]2[NH:9][C:10]3[C:6]([C:7]=2[CH2:14][CH2:13][O:12]1)=[CH:5][C:4]([CH:20]([CH3:22])[CH3:21])=[CH:3][C:2]=3[C:29]1[CH:30]=[C:25]([CH:26]=[CH:27][CH:28]=1)[CH:23]=[O:24])[CH3:16]. Procedure: The title compound is prepared in a manner analogous to Example 1, except using 2-(8-bromo-1-ethyl-6-isopropyl-1,3,4,9-tetrahydro-pyrano[3,4-b]indol 1-yl)-ethanol and 3-formylphenylboronic acid in step 1.F.